describe an organic reaction: reactants, conditions, products, and yield From a dataset of the Open Reaction Database (ORD), a public repository of structured organic reaction records. Reactants: C1CCC(CC1)(CC(=O)O)CN (gabapentin), C(C=1C(O)=CC=CC1)(=O)O (salicylic acid). The solvent is O (water). Conditions: temperature 40 celsius, time 6 hour. Yields the product C1CCC(CC1)(CC(=O)O)CN.C(C=1C(O)=CC=CC1)(=O)[O-] (gabapentin salicylate). Isolated yield 96.0%. RXN SMILES: [CH2:1]1[CH2:6][CH2:5][C:4]([CH2:11][NH2:12])([CH2:7][C:8]([OH:10])=[O:9])[CH2:3][CH2:2]1.[C:13]([OH:22])(=[O:21])[C:14]1[C:15](=[CH:17][CH:18]=[CH:19][CH:20]=1)[OH:16]>O>[CH2:1]1[CH2:2][CH2:3][C:4]([CH2:11][NH2:12])([CH2:7][C:8]([OH:10])=[O:9])[CH2:5][CH2:6]1.[C:13]([O-:22])(=[O:21])[C:14]1[C:15](=[CH:17][CH:18]=[CH:19][CH:20]=1)[OH:16] |f:3.4|. Reported procedure: A solution of 20 kg of gabapentin in 140 liters of water is heated at 40° C. and added with 16.1 kg of salicylic acid. The suspension is stirred for 6 hours at 40° C., then cooled to 20° C., centrifuged and dried under vacuum at approx. 50° C. 34.5 kg (95.5% on theoretical) of 99.65% gabapentin salicylate are obtained, melting point 116° C. The elemental analysis (found C, 62.28%; H, 7.53%; N, 4.44%; calculated C, 62.12%; H, 7.49%; N, 4.53%) confirms the nature of the salt, which is suspended in... The reactants are CCOC(=O)C(F)(F)Br, CS(C)=O, [Cu], Ic1ncccn1. The product is CCOC(=O)C(F)(F)c1ncccn1. Reaction SMILES: [CH2:1]([CH3:2])[O:3][C:4]([C:5]([F:6])([F:7])[Br:8])=[O:9].[CH3:18][S:19]([CH3:20])=[O:21].[Cu:17].[I:10][c:11]1[n:12][cH:13][cH:14][cH:15][n:16]1>>[CH2:1]([CH3:2])[O:3][C:4]([C:5]([F:6])([F:7])[c:11]1[n:12][cH:13][cH:14][cH:15][n:16]1)=[O:9]. Starting materials: CCN(C(C)C)C(C)C (DIPEA), N1(CCNCC1)C(=O)OC(C)(C)C (tert-butyl piperazine-1-carboxylate), ClC(Cl)(OC(OC(Cl)(Cl)Cl)=O)Cl (triphosgene). Run in C(Cl)Cl (DCM). Conditions: time 3 hour. The product is N1(CCN(CC1)C(=O)OC(Cl)(Cl)Cl)C(=O)OC(C)(C)C (1-tert-butyl 4-trichloromethyl piperazine-1,4-dicarboxylate). Yield: 107.3%. As a reaction SMILES: CCN(C(C)C)C(C)C.[N:10]1([C:16]([O:18][C:19]([CH3:22])([CH3:21])[CH3:20])=[O:17])[CH2:15][CH2:14][NH:13][CH2:12][CH2:11]1.[Cl:23][C:24]([Cl:34])([O:26][C:27](=O)[O:28]C(Cl)(Cl)Cl)[Cl:25]>C(Cl)Cl>[N:10]1([C:16]([O:18][C:19]([CH3:22])([CH3:21])[CH3:20])=[O:17])[CH2:15][CH2:14][N:13]([C:27]([O:26][C:24]([Cl:34])([Cl:25])[Cl:23])=[O:28])[CH2:12][CH2:11]1. Procedure: DIPEA (105 g, 0.81 mol) was added to a solution of tert-butyl piperazine-1-carboxylate (25.0 g, 0.134 mol) in DCM (250 mL) at 0° C., followed by the addition of triphosgene (92 g, 0.27 mol) in portions over a 40 min time period. The reaction mixture was stirred for at rt for 3 hrs, filtered and concentrated to afford 1-tert-butyl 4-trichloromethyl piperazine-1,4-dicarboxylate (50 g) as an oil. A solution of 1-tert-butyl 4-trichloromethyl piperazine-1,4-dicarboxylate (50 g, 0.145 mol) in THF (50 ... The product is C(#N)C=1C=CC2=C(N(CC(O2)(C)C)C2=CCCCC2=O)C1 (6-cyano-3,4-dihydro-2,2-dimethyl-4-(6-oxo-1-cyclohexen-1-yl)-2H-1,4-benzoxazine). Solvent: C1(=CC=CC=C1)C (toluene). The reactants are C(#N)C=1C=CC2=C(NCC(O2)(C)C)C1 (6-cyano-3,4-dihydro-2,2-dimethyl-2H-1,4-benzoxazine), C1(C(CCCC1)=O)=O (cyclohexane-1,2-dione), C1(=CC=C(C=C1)S(=O)(=O)O)C (p-toluenesulfonic acid). The yield is 66.7%. RXN SMILES: [C:1]([C:3]1[CH:4]=[CH:5][C:6]2[O:11][C:10]([CH3:13])([CH3:12])[CH2:9][NH:8][C:7]=2[CH:14]=1)#[N:2].[C:15]1(=O)[CH2:20][CH2:19][CH2:18][CH2:17][C:16]1=[O:21].C1(C)C=CC(S(O)(=O)=O)=CC=1>C1(C)C=CC=CC=1>[C:1]([C:3]1[CH:4]=[CH:5][C:6]2[O:11][C:10]([CH3:12])([CH3:13])[CH2:9][N:8]([C:15]3[C:16](=[O:21])[CH2:17][CH2:18][CH2:19][CH:20]=3)[C:7]=2[CH:14]=1)#[N:2]. Procedure details: In 15 ml of toluene were dissolved 0.5 g of 6-cyano-3,4-dihydro-2,2-dimethyl-2H-1,4-benzoxazine, 0.33 g of cyclohexane-1,2-dione and a catalytic amount of p-toluenesulfonic acid and using a Dean-Stark trap, the solution was refluxed under heating for 4 hours. After cooling, the reaction mixture was washed with saturated aqueous sodium hydrogen carbonate solution and aqueous sodium chloride solution and dried over anhydrous magnesium sulfate and the solvent was distilled off under reduced pressur... Starting materials: C#Cc1ccc(CCC(=O)OC)cc1, Cc1cc(C)cc(I)c1. Product: COC(=O)CCc1ccc(C#Cc2cc(C)cc(C)c2)cc1. Reaction SMILES: [C:1](#[CH:2])[c:3]1[cH:4][cH:5][c:6]([CH2:9][CH2:10][C:11](=[O:12])[O:13][CH3:14])[cH:7][cH:8]1.[I:15][c:16]1[cH:17][c:18]([CH3:23])[cH:19][c:20]([CH3:22])[cH:21]1>>[C:1](#[C:2][c:16]1[cH:17][c:18]([CH3:23])[cH:19][c:20]([CH3:22])[cH:21]1)[c:3]1[cH:4][cH:5][c:6]([CH2:9][CH2:10][C:11](=[O:12])[O:13][CH3:14])[cH:7][cH:8]1. The reactants are CC(C)(C)OC(=O)NC(CC#C[Si](C)(C)C)C(CO)O[Si](C)(C)C(C)(C)C, ClCCl, [Na+], [Na+], O=S([O-])([O-])=S. Yields the product CC(C)(C)OC(=O)NC(CC#C[Si](C)(C)C)C(C=O)O[Si](C)(C)C(C)(C)C. Reaction SMILES: [C:1]([CH3:2])([CH3:3])([CH3:4])[Si:5]([O:6][CH:7]([CH2:8][OH:9])[CH:10]([CH2:11][C:12]#[C:13][Si:14]([CH3:15])([CH3:16])[CH3:17])[NH:18][C:19]([O:20][C:21]([CH3:22])([CH3:23])[CH3:24])=[O:25])([CH3:26])[CH3:27].[Cl:35][CH2:36][Cl:37].[Na+:33].[Na+:34].[S:28]([O-:29])([O-:30])(=[O:31])=[S:32]>>[C:1]([CH3:2])([CH3:3])([CH3:4])[Si:5]([O:6][CH:7]([CH:8]=[O:9])[CH:10]([CH2:11][C:12]#[C:13][Si:14]([CH3:15])([CH3:16])[CH3:17])[NH:18][C:19]([O:20][C:21]([CH3:22])([CH3:23])[CH3:24])=[O:25])([CH3:26])[CH3:27].